From a dataset of the Open Reaction Database (ORD), a public repository of structured organic reaction records. describe an organic reaction: reactants, conditions, products, and yield Starting materials: FC1=CC=C(C=C1)S(=O)(=O)N[C@H](C(=O)O)CC1=CC=CC=C1 ((S)-2-(4-fluoro-benzenesulfonylamino)-3-phenyl-propionic acid), [Na] (sodium), C(C1=CC=CC=C1)C1CCNCC1 (4-benzyl-piperidine). Product: C(C1=CC=CC=C1)C1CCN(CC1)C1=CC=C(C=C1)S(=O)(=O)N[C@H](C(=O)O)CC1=CC=CC=C1 ((S)-2-[4-(4-Benzyl-piperidin-1-yl)-benzenesulfonylamino]-3-phenyl-propionic acid). RXN SMILES: F[C:2]1[CH:7]=[CH:6][C:5]([S:8]([NH:11][C@@H:12]([CH2:16][C:17]2[CH:22]=[CH:21][CH:20]=[CH:19][CH:18]=2)[C:13]([OH:15])=[O:14])(=[O:10])=[O:9])=[CH:4][CH:3]=1.[Na].[CH2:24]([CH:31]1[CH2:36][CH2:35][NH:34][CH2:33][CH2:32]1)[C:25]1[CH:30]=[CH:29][CH:28]=[CH:27][CH:26]=1>>[CH2:24]([CH:31]1[CH2:36][CH2:35][N:34]([C:2]2[CH:7]=[CH:6][C:5]([S:8]([NH:11][C@@H:12]([CH2:16][C:17]3[CH:22]=[CH:21][CH:20]=[CH:19][CH:18]=3)[C:13]([OH:15])=[O:14])(=[O:10])=[O:9])=[CH:4][CH:3]=2)[CH2:33][CH2:32]1)[C:25]1[CH:30]=[CH:29][CH:28]=[CH:27][CH:26]=1 |^1:22|. Procedure: In a manner similar to Example 3(b), (S)-2-(4-fluoro-benzenesulfonylamino)-3-phenyl-propionic acid, sodium salt, and 4-benzyl-piperidine were condensed to give the title compound, mp=164-165° C. The reactants are FC(C(=O)O)(F)F.C(CCC)OC1=NC(=C2N=C(NC2=N1)OC)N (2-Butoxy-8-methoxy-9H-purin-6-amine trifluoroacetate salt), C([O-])([O-])=O.[K+].[K+] (potassium carbonate), BrCC1OCCCC1 (2-(Bromomethyl) tetrahydro-2H-pyran). Run in CN(C)C=O (DMF). The product is C(CCC)OC1=NC(=C2N=C(N(C2=N1)CC1OCCCC1)OC)N (2-Butoxy-8-methoxy-9-(tetrahydro-2H-pyran-2-ylmethyl)-9H-Purin-6-amine). Isolated yield 85.0%. As a reaction SMILES: FC(F)(F)C(O)=O.[CH2:8]([O:12][C:13]1[N:21]=[C:20]2[C:16]([N:17]=[C:18]([O:22][CH3:23])[NH:19]2)=[C:15]([NH2:24])[N:14]=1)[CH2:9][CH2:10][CH3:11].C(=O)([O-])[O-].[K+].[K+].Br[CH2:32][CH:33]1[CH2:38][CH2:37][CH2:36][CH2:35][O:34]1>CN(C=O)C>[CH2:8]([O:12][C:13]1[N:21]=[C:20]2[C:16]([N:17]=[C:18]([O:22][CH3:23])[N:19]2[CH2:32][CH:33]2[CH2:38][CH2:37][CH2:36][CH2:35][O:34]2)=[C:15]([NH2:24])[N:14]=1)[CH2:9][CH2:10][CH3:11] |f:0.1,2.3.4|. Reported procedure: 2-Butoxy-8-methoxy-9H-purin-6-amine trifluoroacetate salt (0.20 g) was heated with anhydrous potassium carbonate (0.315 g) in dry DMF (5 mL) at 60° C. for 1 hour and cooled to room temperature. 2-(Bromomethyl) tetrahydro-2H-pyran (73 uL) was added and the reaction mixture heated at 50° C., overnight. The reaction mixture was quenched into water (50 mL) and extracted into ethyl acetate (25 mL, 3 times). The combined organic layers were separated and passed through a hydrophobic frit to dry, then ... Starting materials: CC1=CC=CC(=N1)CN (6-methyl-2-pyridinemethanamine), ClC1=NC=CC=C1[N+](=O)[O-] (2-chloro-3nitropyridine), C(O)([O-])=O.[Na+] (sodium hydrogen carbonate). Run in C(C)O (ethanol). Run at time 3 hour. The product is CC1=CC=CC(=N1)CNC1=NC=CC=C1[N+](=O)[O-] (6-methyl-N-(3-nitro-2-pyridinyl)-2pyridinemethanamine). Yield: 51.0%. As a reaction SMILES: [CH3:1][C:2]1[N:7]=[C:6]([CH2:8][NH2:9])[CH:5]=[CH:4][CH:3]=1.Cl[C:11]1[C:16]([N+:17]([O-:19])=[O:18])=[CH:15][CH:14]=[CH:13][N:12]=1.C(=O)([O-])O.[Na+]>C(O)C>[CH3:1][C:2]1[N:7]=[C:6]([CH2:8][NH:9][C:11]2[C:16]([N+:17]([O-:19])=[O:18])=[CH:15][CH:14]=[CH:13][N:12]=2)[CH:5]=[CH:4][CH:3]=1 |f:2.3|. Procedure: A mixture of 2.44 parts of 6-methyl-2-pyridinemethanamine, 3.2 parts of 2-chloro-3nitropyridine, 1.7 parts of sodium hydrogen carbonate and 120 parts of ethanol was stirred for 3 hours at reflux temperature. The reaction mixture was filtered while hot over diatomaceous earth. After cooling, the precipitate which formed in the tiltrate was filtered off and dried, yielding 2.5 parts (51%) of 6-methyl-N-(3-nitro-2-pyridinyl)-2pyridinemethanamine; mp. 131.7° C. (interm. 5). The reactants are C1(O)=C(O)C(O)=CC=C1 (pyrogallol), C[C@@H](CCC[C@@H](C)CCC[C@@]1(CCC2=C(O1)C=CC(=C2)O)C)CCCC(C)C (tocol), C(C)O (ethanol), tocopherol, Bio101. Product: CC1=C(C2=C(C=C1O)CC[C@@](O2)(C)CCC[C@H](C)CCC[C@H](C)CCCC(C)C)C (γ-tocopherol), CC1=CC(=C(C2=C1O[C@](CC2)(C)CCC[C@H](C)CCC[C@H](C)CCCC(C)C)C)O (β-tocopherol), tocopherol. As a reaction SMILES: [C:1]1([CH:9]=[CH:8][CH:7]=[C:5]([OH:6])[C:3]=1O)O.[CH3:10][C@H:11]([CH2:32][CH2:33][CH2:34][CH:35]([CH3:37])[CH3:36])[CH2:12][CH2:13][CH2:14][C@H:15]([CH2:17][CH2:18][CH2:19][C@@:20]1([CH3:31])[O:25][C:24]2[CH:26]=[CH:27][C:28](O)=C[C:23]=2[CH2:22][CH2:21]1)[CH3:16].[CH2:38]([OH:40])[CH3:39]>>[CH3:28][C:27]1[C:38]([OH:40])=[CH:39][C:23]2[CH2:22][CH2:21][C@:20]([CH2:19][CH2:18][CH2:17][C@@H:15]([CH2:14][CH2:13][CH2:12][C@@H:11]([CH2:32][CH2:33][CH2:34][CH:35]([CH3:36])[CH3:37])[CH3:10])[CH3:16])([CH3:31])[O:25][C:24]=2[C:26]=1[CH3:1].[CH3:9][C:8]1[C:38]2[O:40][C@@:20]([CH2:19][CH2:18][CH2:17][C@@H:15]([CH2:14][CH2:13][CH2:12][C@@H:11]([CH2:32][CH2:33][CH2:34][CH:35]([CH3:36])[CH3:37])[CH3:10])[CH3:16])([CH3:31])[CH2:21][CH2:22][C:39]=2[C:3]([CH3:1])=[C:5]([OH:6])[CH:7]=1. Procedure details: GMT expression vectors pMON36503 (FIG. 9), pMON36505 (FIG. 11) and pMON36506 (FIG. 12) are transformed into the soybean line A3244 using Agrobacterium mediated transformation. See, for example the methods described by Fraley et al., Bio/Technology 3:629-635 (1985) and Rogers et al., Methods Enzymol. 153: 253-277 (1987). Ten bulked seeds from the R1 generation are ground and the resulting soy meal is used for tocopherol analysis. Twenty five to forty mg of the soy meal is weighed into a 2 mL micr... The reactants are ClCC1=NN(C=N1)C (3-chloromethyl-1-methyl-1H-1,2,4-triazole), CN (methylamine). Solvent: O1CCOCC1 (1,4-dioxane). Conditions: temperature 80 celsius. Product: CNCC1=NN(C=N1)C (N-Methyl-N-(1-methyl-1H-1,2,4-triazol-3-ylmethyl)amine). The yield is 80.0%. Reaction SMILES: Cl[CH2:2][C:3]1[N:7]=[CH:6][N:5]([CH3:8])[N:4]=1.[CH3:9][NH2:10]>O1CCOCC1>[CH3:9][NH:10][CH2:2][C:3]1[N:7]=[CH:6][N:5]([CH3:8])[N:4]=1. Reported procedure: A solution of 3-chloromethyl-1-methyl-1H-1,2,4-triazole (from Example 1, Step c; 600 mg, 4.6 mmol) in 40% aqueous methylamine and 1,4-dioxane (5 ml) was stirred and heated at 80° C. in a sealed tube for 16 hours. Upon cooling the whole mixture was evaporated (azeotroping with ethanol). The residue was purified by chromatography on silica gel, eluting with dichloromethane-methanol-aqueous ammonia (60:8:1→40:8:1) to give the title compound (440 mg, 80%) as a pale yellow oil. 1H NMR (250 MHz, d6-DM... Reactants: C1(=CC=CC=C1)C(C1=CC=CC=C1)(C1=CC=CC=C1)NC1[C@@H]2N(C(C(S2)(C)C)C2=NN=NN2C(=O)OCC)C1=O (6-(triphenylmethylamino)-2,2-dimetyl-3-(1-[ethoxycarbonyl]tetrazol-5-yl)penam), C1(=CC=C(C=C1)S(=O)(=O)O)C (p-toluenesulfonic acid). The solvent is CC(=O)C (acetone), CC(=O)C (acetone). Conditions: time 3 hour. The product is NC1[C@@H]2N(C(C(S2)(C)C)C2=NN=NN2C(=O)OCC)C1=O (6-Amino-2,2-dimethyl-3-(1-[ethoxycarbonyl]tetrazol-5-yl)penam), CC=1C=CC(=CC1)S(=O)(=O)O (p-toluenesulfonate). RXN SMILES: C1(C([NH:20][CH:21]2[C:39](=[O:40])[N:23]3[CH:24]([C:29]4[N:33]([C:34]([O:36][CH2:37][CH3:38])=[O:35])[N:32]=[N:31][N:30]=4)[C:25]([CH3:28])([CH3:27])[S:26][C@H:22]23)(C2C=CC=CC=2)C2C=CC=CC=2)C=CC=CC=1.[C:41]1([CH3:51])[CH:46]=[CH:45][C:44]([S:47]([OH:50])(=[O:49])=[O:48])=[CH:43][CH:42]=1>CC(C)=O>[NH2:20][CH:21]1[C:39](=[O:40])[N:23]2[CH:24]([C:29]3[N:33]([C:34]([O:36][CH2:37][CH3:38])=[O:35])[N:32]=[N:31][N:30]=3)[C:25]([CH3:28])([CH3:27])[S:26][C@H:22]12.[CH3:51][C:41]1[CH:46]=[CH:45][C:44]([S:47]([OH:50])(=[O:49])=[O:48])=[CH:43][CH:42]=1. Procedure: To a stirred solution of 554 mg. of 6-(triphenylmethylamino)-2,2-dimetyl-3-(1-[ethoxycarbonyl]tetrazol-5-yl)penam in 2 ml. of acetone is added a solution of 190 mg. of p-toluenesulfonic acid of 1 ml. of acetone. Stirring is continued for a further 3 hours, and then the acetone is removed by evaporation in vacuo. The residue is slurried in ether, filtered and dried, to give the title compound as its p-toluenesulfonate salt. Starting materials: [N+](=O)([O-])C1=CC=C(C=C1)Cl (p-nitrochlorobenzene), [N+](=O)([O-])C1=CC=C(C=C1)OCC (p-nitrophenetole), O=O (oxygen), [N+](=O)([O-])C1=CC=C(C=C1)Cl (p-nitrochlorobenzene), [N+](=O)([O-])C1=CC=C(C=C1)OCC (p-nitrophenetole). Yields the product [N+](=O)([O-])C1=CC=C(C=C1)OCC (p-nitrophenetole), C1=CC(=CC=C1[N+](=O)[O-])O (p-nitrophenol). As a reaction SMILES: O=O.[N+](C1C=CC(Cl)=CC=1)([O-])=O.[N+:13]([C:16]1[CH:21]=[CH:20][C:19]([O:22][CH2:23][CH3:24])=[CH:18][CH:17]=1)([O-:15])=[O:14]>>[N+:13]([C:16]1[CH:17]=[CH:18][C:19]([O:22][CH2:23][CH3:24])=[CH:20][CH:21]=1)([O-:15])=[O:14].[CH:17]1[C:16]([N+:13]([O-:15])=[O:14])=[CH:21][CH:20]=[C:19]([OH:22])[CH:18]=1. Procedure: In Example 1, the reactor headspace contained less than 3 mol % oxygen. In Example 1, the conversion of p-nitrochlorobenzene is 94.7% in eight hours, whereas in Example 2 the conversion of p-nitrochlorobenzene is only 70% in eight hours. In Example 1, the yield of p-nitrophenetole was 95.3%, whereas in Example 2 the yield of p-nitrophenetole is 93.5%. Also, for every 100 parts of p-nitrophenetole produced in accordance with Example 1, 3.5 parts of p-nitrophenol by-product was produced. On the ot... Reactants: COC(=O)C(C(=O)C1CCCCC1)c1ccc(I)cc1, CS(C)=O, [Cl-], [Na+], O. Yields the product O=C(Cc1ccc(I)cc1)C1CCCCC1. Reaction SMILES: [CH3:1][O:2][C:3]([CH:4]([C:5](=[O:6])[CH:7]1[CH2:8][CH2:9][CH2:10][CH2:11][CH2:12]1)[c:13]1[cH:14][cH:15][c:16]([I:19])[cH:17][cH:18]1)=[O:20].[CH3:23][S:24]([CH3:25])=[O:26].[Cl-:22].[Na+:21].[OH2:27]>>[CH2:4]([C:5](=[O:6])[CH:7]1[CH2:8][CH2:9][CH2:10][CH2:11][CH2:12]1)[c:13]1[cH:14][cH:15][c:16]([I:19])[cH:17][cH:18]1. The reactants are C[SiH](C)C (trimethylsilane), C[Mg]Cl (methylmagnesium chloride), C[SiH](Cl)Cl (methyldichlorosilane), C[Si](Cl)(Cl)C (dimethyldichlorosilane), [Al+3].[Cl-].[Cl-].[Cl-] (AlCl3), C1(=CC=CC=C1)OC (anisole). Run at time 1 hour. The product is C[SiH](Cl)C (Dimethylchlorosilane), C[Si](Cl)(C)C (trimethylchlorosilane). Reaction SMILES: [CH3:1][Si:2]([CH3:5])(Cl)[Cl:3].[Al+3].[Cl-].[Cl-].[Cl-].[CH3:10][SiH:11]([CH3:13])[CH3:12].C[Mg][Cl:16].C[SiH](Cl)Cl.C1(OC)C=CC=CC=1>>[CH3:1][SiH:2]([CH3:5])[Cl:3].[CH3:10][Si:11]([CH3:13])([CH3:12])[Cl:16] |f:1.2.3.4|. Procedure details: A four-necked flask equipped with a condenser, thermometer, gas feed tube, and stirrer was charged with 129.1 g (1.0 mol) of dimethyldichlorosilane and 1.3 g (0.01 mol) of AlCl3, which were agitated with the stirrer. To the flask at room temperature, trimethylsilane which had been synthesized in a separate flask from methylmagnesium chloride and 57.5 g (0.5 mol) of methyldichlorosilane was fed. Agitation was continued for one hour. 2.2 g (0.02 mol) of anisole was added to the reaction solution w... Reaction SMILES: [CH3:1][O:2][CH2:3][CH2:4][CH2:5][OH:6].[H-].[Na+].Cl[C:10]1[CH:15]=[CH:14][N+:13]([O-:16])=[C:12]([CH3:17])[C:11]=1[CH3:18]>CS(C)=O>[CH3:1][O:2][CH2:3][CH2:4][CH2:5][O:6][C:10]1[CH:15]=[CH:14][N+:13]([O-:16])=[C:12]([CH3:17])[C:11]=1[CH3:18] |f:1.2|. Procedure details: 2.0 g (22 mmol) of 3-methoxypropanol was dissolved in 50 ml of dimethyl sulfoxide to obtain a solution. 2.7 g (66 mmol) of sodium hydride was added to this solution at a room temperature. The obtained mixture was stirred at 60° C. for one hour and cooled to a room temperature by allowing to stand, followed by the addition of 3.0 g (19 mmol) of 4-chloro-2,3-dimethylpyridine N-oxide. The obtained mixture was stirred at 40° C. for one hour. After the completion of the reaction, the reaction mixture... Product: COCCCOC1=C(C(=[N+](C=C1)[O-])C)C (4-(3-methoxypropoxy)-2,3-dimethylpyridine N-oxide). Run at temperature 60 celsius, time 1 hour. Isolated yield 18.9%. The solvent is CS(=O)C (dimethyl sulfoxide). Reactants: [H-].[Na+] (sodium hydride), COCCCO (3-methoxypropanol), ClC1=C(C(=[N+](C=C1)[O-])C)C (4-chloro-2,3-dimethylpyridine N-oxide).